This data is from the Open Reaction Database (ORD), a public repository of structured organic reaction records. The task is: describe an organic reaction: reactants, conditions, products, and yield Run in O (water). Reactants: OC1=CC=C(CN2N=C(C(=C2)CCC(=O)OCC)C2=CC=CC=C2)C=C1 (ethyl 3-[1-(4-hydroxybenzyl)-3-phenyl-1H-pyrazol-4-yl]propionate), ClCC=1C=CC(=NC1)C1=CC=CC=C1 (5-chloromethyl-2-phenylpyridine), C([O-])([O-])=O.[K+].[K+] (potassium carbonate), CN(C=O)C (N,N-dimethylformamide). Conditions: temperature 80 celsius, time 5 hour. The product is C1(=CC=CC=C1)C1=NN(C=C1CCC(=O)O)CC1=CC=C(C=C1)OCC=1C=NC(=CC1)C1=CC=CC=C1 (3-[3-phenyl-1-[4-(6-phenyl-3-pyridylmethoxy)benzyl]-1H-pyrazol-4-yl]propionic acid). As a reaction SMILES: [OH:1][C:2]1[CH:26]=[CH:25][C:5]([CH2:6][N:7]2[CH:11]=[C:10]([CH2:12][CH2:13][C:14]([O:16]CC)=[O:15])[C:9]([C:19]3[CH:24]=[CH:23][CH:22]=[CH:21][CH:20]=3)=[N:8]2)=[CH:4][CH:3]=1.Cl[CH2:28][C:29]1[CH:30]=[CH:31][C:32]([C:35]2[CH:40]=[CH:39][CH:38]=[CH:37][CH:36]=2)=[N:33][CH:34]=1.C(=O)([O-])[O-].[K+].[K+].CN(C)C=O>O>[C:19]1([C:9]2[C:10]([CH2:12][CH2:13][C:14]([OH:16])=[O:15])=[CH:11][N:7]([CH2:6][C:5]3[CH:4]=[CH:3][C:2]([O:1][CH2:28][C:29]4[CH:34]=[N:33][C:32]([C:35]5[CH:36]=[CH:37][CH:38]=[CH:39][CH:40]=5)=[CH:31][CH:30]=4)=[CH:26][CH:25]=3)[N:8]=2)[CH:20]=[CH:21][CH:22]=[CH:23][CH:24]=1 |f:2.3.4|. Isolated yield 84.7%. Procedure details: A mixture of ethyl 3-[1-(4-hydroxybenzyl)-3-phenyl-1H-pyrazol-4-yl]propionate (600 mg), 5-chloromethyl-2-phenylpyridine (350 mg), potassium carbonate (460 mg) and N,N-dimethylformamide (10 ml) was stirred at 80° C. for 5 hours. The reaction mixture was poured into water, and extracted with ethyl acetate. The ethyl acetate layer was washed with saturated aqueous sodium chloride solution, dried (MgSO4) and concentrated. The residue was subjected to silica gel column chromatography to obtain a colo...